From a dataset of the Open Reaction Database (ORD), a public repository of structured organic reaction records. describe an organic reaction: reactants, conditions, products, and yield As a reaction SMILES: Cl.[Cl:2]/[C:3](/[C:13]([F:16])([F:15])[F:14])=[CH:4]\[C@@H:5]1[C@H:7]([C:8]([OH:10])=[O:9])[C:6]1([CH3:12])[CH3:11].Cl/C(/C(F)(F)F)=C\[C@H]1[C@H](C(O)=O)C1(C)C>C(Cl)Cl>[Cl:2][C:3]([C:13]([F:14])([F:15])[F:16])=[CH:4][CH:5]1[CH:7]([C:8]([OH:10])=[O:9])[C:6]1([CH3:12])[CH3:11]. Run in C(Cl)Cl (methylene chloride). Yields the product ClC(=CC1C(C1C(=O)O)(C)C)C(F)(F)F (3-(2-Chloro-3,3,3-trifluoroprop-1-en-1-yl)-2,2-dimethylcyclopropanecarboxylic acid). Starting materials: Cl (hydrochloric acid), Cl\C(=C/[C@H]1C([C@H]1C(=O)O)(C)C)\C(F)(F)F (cis-3-(Z-2-chloro-3,3,3-trifluoroprop-1-en-1-yl)-2,2-dimethylcyclopropanecarboxylic acid), Cl\C(=C/[C@@H]1C([C@H]1C(=O)O)(C)C)\C(F)(F)F (trans-3-(Z-2-chloro-3,3,3-trifluoroprop-1-en-1-yl)-2,2-dimethylcyclopropanecarboxylic acid). Procedure details: The aqueous alkali phase was acidified with hydrochloric acid, and the precipitated product was isolated by extraction with methylene chloride, giving 341 g of a crystalline mass comprising 92 g of cis-3-(Z-2-chloro-3,3,3-trifluoroprop-1-en-1-yl)-2,2-dimethylcyclopropanecarboxylic acid and 206 g of trans-3-(Z-2-chloro-3,3,3-trifluoroprop-1-en-1-yl)-2,2-dimethylcyclopropanecarboxylic acid. Reactants: NC(C(O)C1=CC(=CC=C1)OCC1=CC=CC=C1)CC1=CC(=CC=C1)OC(C(F)F)(F)F ((1RS,2SR)-2-amino-1-[3-(benzyloxy)-phenyl]-3-[3-(1,1,2,2-tetrafluoroethoxy)phenyl]propan-1-ol). The reagents and catalysts are [Pd] (palladium/carbon). The solvent is C(C)O (ethanol). Reaction conditions: time 8 hour. The product is NC(C(O)C=1C=C(C=CC1)O)CC1=CC(=CC=C1)OC(C(F)F)(F)F (3-{(1RS,2SR)-2-amino-1-hydroxy-3-[3-(1,1,2,2-tetrafluoroethoxy)phenyl]propyl}phenol). As a reaction SMILES: [NH2:1][CH:2]([CH2:19][C:20]1[CH:25]=[CH:24][CH:23]=[C:22]([O:26][C:27]([F:32])([F:31])[CH:28]([F:30])[F:29])[CH:21]=1)[CH:3]([C:5]1[CH:10]=[CH:9][CH:8]=[C:7]([O:11]CC2C=CC=CC=2)[CH:6]=1)[OH:4]>C(O)C.[Pd]>[NH2:1][CH:2]([CH2:19][C:20]1[CH:25]=[CH:24][CH:23]=[C:22]([O:26][C:27]([F:31])([F:32])[CH:28]([F:29])[F:30])[CH:21]=1)[CH:3]([C:5]1[CH:6]=[C:7]([OH:11])[CH:8]=[CH:9][CH:10]=1)[OH:4]. Procedure: To a solution of (1RS,2SR)-2-amino-1-[3-(benzyloxy)-phenyl]-3-[3-(1,1,2,2-tetrafluoroethoxy)phenyl]propan-1-ol (5.50 g, 12.23 mmol) in ethanol (100 ml) was added 10% palladium/carbon (containing water by 50%, 500 mg), and the mixture was stirred under a hydrogen stream overnight. The catalyst was removed from the reaction solution using celite, and the filtrate was concentrated to give the objective substance (4.04 g, 92%, crude). To obtain data, a portion was purified by alumina column chromato... The reactants are C(C)(C)(C)OC(NC1=CC=C(C=C1)SC1=C(C=C(C=C1)C(NC1=CC(=CC=C1)Br)=O)NC=1C2=C(N=CN1)N=CC=C2)=O ({4-[4-(3-Bromo-phenylcarbamoyl)-2-(pyrido[2,3-d]pyrimidin-4-ylamino)-phenylsulfanyl]-phenyl}-carbamic acid tert-butyl ester), FC(C(=O)O)(F)F (trifluoroacetic acid). Reaction SMILES: C(OC(=O)[NH:7][C:8]1[CH:13]=[CH:12][C:11]([S:14][C:15]2[CH:20]=[CH:19][C:18]([C:21](=[O:30])[NH:22][C:23]3[CH:28]=[CH:27][CH:26]=[C:25]([Br:29])[CH:24]=3)=[CH:17][C:16]=2[NH:31][C:32]2[C:33]3[CH:41]=[CH:40][CH:39]=[N:38][C:34]=3[N:35]=[CH:36][N:37]=2)=[CH:10][CH:9]=1)(C)(C)C.[F:43][C:44]([F:49])([F:48])[C:45]([OH:47])=[O:46]>C(Cl)Cl>[NH2:7][C:8]1[CH:13]=[CH:12][C:11]([S:14][C:15]2[CH:20]=[CH:19][C:18]([C:21]([NH:22][C:23]3[CH:28]=[CH:27][CH:26]=[C:25]([Br:29])[CH:24]=3)=[O:30])=[CH:17][C:16]=2[NH:31][C:32]2[C:33]3[CH:41]=[CH:40][CH:39]=[N:38][C:34]=3[N:35]=[CH:36][N:37]=2)=[CH:10][CH:9]=1.[F:43][C:44]([F:49])([F:48])[C:45]([OH:47])=[O:46]. Procedure details: The product of Example 68 was treated with trifluoroacetic acid (3 mL) in methylene chloride (3 mL) at room temperature for 30 minutes. The solvents were removed under vacuum to provide the title compound as a trifluoroacetic acid salt. 1H NMR (300 MHz, DMSO-D6) δ ppm: 6.65 (d, J=8.82 Hz, 2 H) 6.97 (d, J=8.46 Hz, 1 H) 7.17 (d, J=8.46 Hz, 2 H) 7.30 (m, 2 H) 7.72 (m, 1 H) 7.91 (m, 3 H) 8.05 (s, 1 H) 8.91 (s, 1 H) 9.12 (d, J=8.46 Hz, 1 H) 9.19 (d, J=3.68 Hz, 1 H) 10.36 (s, 1 H) 11.72 (s, 1 H); MS (... Product: NC1=CC=C(C=C1)SC1=C(C=C(C(=O)NC2=CC(=CC=C2)Br)C=C1)NC=1C2=C(N=CN1)N=CC=C2 (4-(4-Amino-phenylsulfanyl)-N-(3-bromo-phenyl)-3-(pyrido[2,3-d]pyrimidin-4-ylamino)-benzamide), FC(C(=O)O)(F)F (trifluoroacetic acid). Solvent: C(Cl)Cl (methylene chloride). The reactants are C(CCC)C1=NC2=C(N1CC1=CC=C(C=C1)C=1C(=CC=C(C1)Cl)C(=O)OC(C)(C)C)C=CC=C2 (tert.butyl 4'-[(2-n-butyl-benzimidazol-1-yl)-methyl]-5-chloro-biphenyl-2-carboxylate), FC(C(=O)O)(F)F (trifluoroacetic acid). Product: C(CCC)C1=NC2=C(N1CC1=CC=C(C=C1)C=1C(=CC=C(C1)Cl)C(=O)O)C=CC=C2 (4'-[(2-n-Butyl-benzimidazol-1-yl)-methyl]-5-chloro-biphenyl-2-carboxylic acid). As a reaction SMILES: [CH2:1]([C:5]1[N:9]([CH2:10][C:11]2[CH:16]=[CH:15][C:14]([C:17]3[C:18]([C:24]([O:26]C(C)(C)C)=[O:25])=[CH:19][CH:20]=[C:21]([Cl:23])[CH:22]=3)=[CH:13][CH:12]=2)[C:8]2[CH:31]=[CH:32][CH:33]=[CH:34][C:7]=2[N:6]=1)[CH2:2][CH2:3][CH3:4].FC(F)(F)C(O)=O>>[CH2:1]([C:5]1[N:9]([CH2:10][C:11]2[CH:12]=[CH:13][C:14]([C:17]3[C:18]([C:24]([OH:26])=[O:25])=[CH:19][CH:20]=[C:21]([Cl:23])[CH:22]=3)=[CH:15][CH:16]=2)[C:8]2[CH:31]=[CH:32][CH:33]=[CH:34][C:7]=2[N:6]=1)[CH2:2][CH2:3][CH3:4]. Procedure details: Prepared in analogous manner to Example 9 from tert.butyl 4'-[(2-n-butyl-benzimidazol-1-yl)-methyl]-5-chloro-biphenyl-2-carboxylate and trifluoroacetic acid. Reactants: C(C)OC(=O)C1=CNC(=C1)C1=NNC2=NC=CC=C21 (5-(1H-Pyrazolo[3,4-b]pyridin-3-yl)-1H-pyrrole-3-carboxylic acid ethyl ester), S(=O)(Cl)Cl (thionyl chloride). Reaction conditions: time 2 hour. Yields the product C(C(C)C)NC(=O)C1=CNC(=C1)C1=NNC2=NC=CC=C21 (5-(1H-Pyrazolo[3,4-b]pyridin-3-yl)-1H-pyrrole-3-carboxylic acid isobutyl-amide). As a reaction SMILES: C(O[C:4]([C:6]1[CH:10]=[C:9]([C:11]2[C:19]3[C:14](=[N:15][CH:16]=[CH:17][CH:18]=3)[NH:13][N:12]=2)[NH:8][CH:7]=1)=[O:5])C.S(Cl)(Cl)=O>>[CH2:7]([NH:8][C:4]([C:6]1[CH:10]=[C:9]([C:11]2[C:19]3[C:14](=[N:15][CH:16]=[CH:17][CH:18]=3)[NH:13][N:12]=2)[NH:8][CH:7]=1)=[O:5])[CH:6]([CH3:10])[CH3:4]. Procedure details: A mixture of 5-(1H-pyrazolo[3,4-b]pyridin-3-yl)-1H-pyrrole-3-carboxylic acid (100 mg, 0.44 mmol) (from Example 11) and thionyl chloride (2M in DCM, 5 mL) was heated to reflux for 2 hours. The reaction was concentrated, the residue was then stirred with isobutyl amine (excess) in DCM at room temperature for 2 hours. The reaction was diluted with DCM, washed with water, dried and concentrated. The residue was purified on a silica gel column to give the titled compound as a white solid. Reactants: C(C1=CC=CC=C1)N1CC(=CCC1)C1(OCCO1)C (2-(1-benzyl-1,2,5,6-tetrahydropyridin-3-yl)-2-methyl-1,3-dioxolane), ClC(=O)OCC=C (allyl chloroformate). Solvent: C1(=CC=CC=C1)C (toluene). Conditions: temperature 60 celsius, time 30 minute. Product: C(C=C)OC(=O)N1CC(=CCC1)C1(OCCO1)C (2-(1-allyloxycarbonyl-1,2,5,6-tetrahydropyridin-3-yl)-2-methyl-1,3-dioxolane). RXN SMILES: C([N:8]1[CH2:13][CH2:12][CH:11]=[C:10]([C:14]2([CH3:19])[O:18][CH2:17][CH2:16][O:15]2)[CH2:9]1)C1C=CC=CC=1.Cl[C:21]([O:23][CH2:24][CH:25]=[CH2:26])=[O:22]>C1(C)C=CC=CC=1>[CH2:24]([O:23][C:21]([N:8]1[CH2:13][CH2:12][CH:11]=[C:10]([C:14]2([CH3:19])[O:15][CH2:16][CH2:17][O:18]2)[CH2:9]1)=[O:22])[CH:25]=[CH2:26]. Procedure details: To a solution of 2-(1-benzyl-1,2,5,6-tetrahydropyridin-3-yl)-2-methyl-1,3-dioxolane (7.8 g) in toluene (70 ml) was added allyl chloroformate (3.9 ml) and the mixture was stirred at 60° C. for 30 minutes. The reaction mixture was then concentrated and the residue was purified by column chromatography to give 2-(1-allyloxycarbonyl-1,2,5,6-tetrahydropyridin-3-yl)-2-methyl-1,3-dioxolane (6.95 g). The reactants are CS(C)=O, CCOC(C)=O, CCOC(=O)c1ccc(F)cc1, O, CC(C)(C)OC(=O)N1CCC(Oc2cccc3[nH]ccc23)CC1. The product is CCOC(=O)c1ccc(-n2ccc3c(OC4CCN(C(=O)OC(C)(C)C)CC4)cccc32)cc1. RXN SMILES: [CH3:36][S:37]([CH3:38])=[O:39].[CH3:41][CH2:42][O:43][C:44]([CH3:45])=[O:46].[F:24][c:25]1[cH:26][cH:27][c:28]([C:29](=[O:30])[O:31][CH2:32][CH3:33])[cH:34][cH:35]1.[OH2:40].[nH:1]1[cH:2][cH:3][c:4]2[c:5]([O:10][CH:11]3[CH2:12][CH2:13][N:14]([C:17](=[O:18])[O:19][C:20]([CH3:21])([CH3:22])[CH3:23])[CH2:15][CH2:16]3)[cH:6][cH:7][cH:8][c:9]12>>[n:1]1(-[c:25]2[cH:26][cH:27][c:28]([C:29](=[O:30])[O:31][CH2:32][CH3:33])[cH:34][cH:35]2)[cH:2][cH:3][c:4]2[c:5]([O:10][CH:11]3[CH2:12][CH2:13][N:14]([C:17](=[O:18])[O:19][C:20]([CH3:21])([CH3:22])[CH3:23])[CH2:15][CH2:16]3)[cH:6][cH:7][cH:8][c:9]12.